From a dataset of the Open Reaction Database (ORD), a public repository of structured organic reaction records. describe an organic reaction: reactants, conditions, products, and yield Starting materials: CC[Si](Cl)(CC)CC, COC(=O)CC(O[Si](C)(C)C(C)(C)C)C(C)(C)C(=O)C(C)C(O)C(C)CCCC(C)=CCC(OC(C)=O)C(C)=Cc1csc(C)n1, CN(C)C=O, c1c[nH]cn1. The product is CC[Si](CC)(CC)OC(C(C)CCCC(C)=CCC(OC(C)=O)C(C)=Cc1csc(C)n1)C(C)C(=O)C(C)(C)C(CC(=O)OC)O[Si](C)(C)C(C)(C)C. RXN SMILES: [CH2:52]([CH3:53])[Si:54]([CH2:55][CH3:56])([CH2:57][CH3:58])[Cl:59].[CH3:1][O:2][C:3]([CH2:4][CH:5]([C:6]([C:7]([CH:8]([CH:9]([CH:10]([CH2:11][CH2:12][CH2:13][C:14](=[CH:15][CH2:16][CH:17]([C:18](=[CH:19][c:20]1[n:21][c:22]([CH3:25])[s:23][cH:24]1)[CH3:26])[O:27][C:28]([CH3:29])=[O:30])[CH3:31])[CH3:32])[OH:33])[CH3:34])=[O:35])([CH3:36])[CH3:37])[O:38][Si:39]([CH3:40])([CH3:41])[C:42]([CH3:43])([CH3:44])[CH3:45])=[O:46].[O:60]=[CH:61][N:62]([CH3:63])[CH3:64].[nH:47]1[cH:48][cH:49][n:50][cH:51]1>>[CH3:1][O:2][C:3]([CH2:4][CH:5]([C:6]([C:7]([CH:8]([CH:9]([CH:10]([CH2:11][CH2:12][CH2:13][C:14](=[CH:15][CH2:16][CH:17]([C:18](=[CH:19][c:20]1[n:21][c:22]([CH3:25])[s:23][cH:24]1)[CH3:26])[O:27][C:28]([CH3:29])=[O:30])[CH3:31])[CH3:32])[O:33][Si:54]([CH2:52][CH3:53])([CH2:55][CH3:56])[CH2:57][CH3:58])[CH3:34])=[O:35])([CH3:36])[CH3:37])[O:38][Si:39]([CH3:40])([CH3:41])[C:42]([CH3:43])([CH3:44])[CH3:45])=[O:46]. Starting materials: Brc1ccc2oc(C[P+](c3ccccc3)(c3ccccc3)c3ccccc3)cc2c1, CCO, COc1ccc(C=O)cc1, [Cl-], C1CCOC1. The product is COc1ccc(C=Cc2cc3cc(Br)ccc3o2)cc1. Reaction SMILES: [Br:2][c:3]1[cH:4][cH:5][c:6]2[c:7]([cH:8][c:9]([CH2:11][P+:12]([c:13]3[cH:14][cH:15][cH:16][cH:17][cH:18]3)([c:19]3[cH:20][cH:21][cH:22][cH:23][cH:24]3)[c:25]3[cH:26][cH:27][cH:28][cH:29][cH:30]3)[o:10]2)[cH:31]1.[CH3:47][CH2:48][OH:49].[CH:32]([c:33]1[cH:34][cH:35][c:36]([O:39][CH3:40])[cH:37][cH:38]1)=[O:41].[Cl-:1].[O:42]1[CH2:43][CH2:44][CH2:45][CH2:46]1>>[Br:2][c:3]1[cH:4][cH:5][c:6]2[c:7]([cH:8][c:9]([CH:11]=[CH:32][c:33]3[cH:34][cH:35][c:36]([O:39][CH3:40])[cH:37][cH:38]3)[o:10]2)[cH:31]1.